From a dataset of the Open Reaction Database (ORD), a public repository of structured organic reaction records. describe an organic reaction: reactants, conditions, products, and yield The reactants are C(C)(C)(C)OC(=O)N1N=C(C=2C1=NC(=NC2)OC2=C(C=C(C=C2)F)F)O (6-(2,4-Difluoro-phenoxy)-3-hydroxy-pyrazolo[3,4-d]pyrimidine-1-carboxylic acid tert-butyl ester), C(=O)([O-])[O-].[K+].[K+] (K2CO3), C(C)(C)Br (isopropyl bromide). Solvent: CN(C)C=O (DMF), O (water). Reaction conditions: temperature 40 celsius. The product is C(C)(C)(C)OC(=O)N1N=C(C=2C1=NC(=NC2)OC2=C(C=C(C=C2)F)F)OC(C)C (6-(2,4-difluoro-phenoxy)-3-isopropoxy-pyrazolo[3,4-d]pyrimidine-1-carboxylic acid tert-butyl ester). Yield: 89.9%. As a reaction SMILES: [C:1]([O:5][C:6]([N:8]1[C:12]2=[N:13][C:14]([O:17][C:18]3[CH:23]=[CH:22][C:21]([F:24])=[CH:20][C:19]=3[F:25])=[N:15][CH:16]=[C:11]2[C:10]([OH:26])=[N:9]1)=[O:7])([CH3:4])([CH3:3])[CH3:2].C([O-])([O-])=O.[K+].[K+].[CH:33](Br)([CH3:35])[CH3:34]>CN(C=O)C.O>[C:1]([O:5][C:6]([N:8]1[C:12]2=[N:13][C:14]([O:17][C:18]3[CH:23]=[CH:22][C:21]([F:24])=[CH:20][C:19]=3[F:25])=[N:15][CH:16]=[C:11]2[C:10]([O:26][CH:33]([CH3:35])[CH3:34])=[N:9]1)=[O:7])([CH3:4])([CH3:2])[CH3:3] |f:1.2.3|. Reported procedure: 6-(2,4-Difluoro-phenoxy)-3-hydroxy-pyrazolo[3,4-d]pyrimidine-1-carboxylic acid tert-butyl ester (190 mg, 0.52 mmol) was mixed with K2CO3 (144 mg, 1 mmol) and isopropyl bromide (0.29 mL, 5.2 mmol) in DMF (3 mL). The mixture was heated at 40° C. for 4 hours, then cooled and diluted with water. The resulting mixture was extracted with EtOAc and the combined organic fractions were dried over MgSO4, filtered and concentrated under reduced pressure. The residue was purified with flash column chromatog... Reactants: NC=1SC2=C(N1)C(=CC=C2)Cl (2-Amino-4-chlorobenzothiazole), C(C)(=O)OCC(=O)Cl (acetoxyacetyl chloride). The solvent is N1=CC=CC=C1 (pyridine). Conditions: time 2 hour. Yields the product C(C)(=O)OCC(=O)NC=1SC2=C(N1)C(=CC=C2)Cl (2-(acetoxyacetylamino)-4-chlorobenzothiazole). RXN SMILES: [NH2:1][C:2]1[S:3][C:4]2[CH:10]=[CH:9][CH:8]=[C:7]([Cl:11])[C:5]=2[N:6]=1.[C:12]([O:15][CH2:16][C:17](Cl)=[O:18])(=[O:14])[CH3:13]>N1C=CC=CC=1>[C:12]([O:15][CH2:16][C:17]([NH:1][C:2]1[S:3][C:4]2[CH:10]=[CH:9][CH:8]=[C:7]([Cl:11])[C:5]=2[N:6]=1)=[O:18])(=[O:14])[CH3:13]. Reported procedure: 2-Amino-4-chlorobenzothiazole (4.6 g) is dissolved in pyridine (80 ml) and thereto is added dropwise acetoxyacetyl chloride (3.0 ml) at room temperature. After the mixture is stirred at room temperature for 2 hours, the solvent is distilled off. The resulting solids are washed with water, then with diethyl ether, dried and recrystallized from ethanol to give the title compound (4.6 g) having the following physical properties. Reactants: BrC1=CN(C=2C1=NC=CC2)C (3-bromo-1-methyl-1H-pyrrolo[3,2-b]pyridine), [N+](=O)([O-])C1=CC=C(C=C1)B(O)O ((4-nitrophenyl)boronic acid), C(=O)([O-])[O-].[Na+].[Na+] (Na2CO3). Reagents/catalysts: C=1C=CC(=CC1)[P](C=2C=CC=CC2)(C=3C=CC=CC3)[Pd]([P](C=4C=CC=CC4)(C=5C=CC=CC5)C=6C=CC=CC6)([P](C=7C=CC=CC7)(C=8C=CC=CC8)C=9C=CC=CC9)[P](C=1C=CC=CC1)(C=1C=CC=CC1)C=1C=CC=CC1 (Pd(PPh3)4). Solvent: COCCOC (DME), O (water), CCOC(=O)C (AcOEt). Run at temperature 100 celsius. The product is CN1C=C(C2=NC=CC=C21)C2=CC=C(C=C2)[N+](=O)[O-] (1-Methyl-3-(4-nitrophenyl)-1H-pyrrolo[3,2-b]pyridine). Yield: 37.1%. As a reaction SMILES: Br[C:2]1[C:6]2=[N:7][CH:8]=[CH:9][CH:10]=[C:5]2[N:4]([CH3:11])[CH:3]=1.[N+:12]([C:15]1[CH:20]=[CH:19][C:18](B(O)O)=[CH:17][CH:16]=1)([O-:14])=[O:13].C([O-])([O-])=O.[Na+].[Na+]>COCCOC.O.CCOC(C)=O.C1C=CC([P]([Pd]([P](C2C=CC=CC=2)(C2C=CC=CC=2)C2C=CC=CC=2)([P](C2C=CC=CC=2)(C2C=CC=CC=2)C2C=CC=CC=2)[P](C2C=CC=CC=2)(C2C=CC=CC=2)C2C=CC=CC=2)(C2C=CC=CC=2)C2C=CC=CC=2)=CC=1>[CH3:11][N:4]1[C:5]2[C:6](=[N:7][CH:8]=[CH:9][CH:10]=2)[C:2]([C:18]2[CH:19]=[CH:20][C:15]([N+:12]([O-:14])=[O:13])=[CH:16][CH:17]=2)=[CH:3]1 |f:2.3.4,^1:46,48,67,86|. Procedure details: A mixture of 3-bromo-1-methyl-1H-pyrrolo[3,2-b]pyridine (200 mg), (4-nitrophenyl)boronic acid (175 mg), Pd(PPh3)4 (95 mg) and Na2CO3 (201 mg) in DME (4 mL) and water (2 mL) was heated at 100° C. for 19 h. After this time, the reaction was cooled to room temperature, diluted with AcOEt (100 mL), washed with water (100 mL) and brine (100 mL), dried over Na2SO4, filtered and the filtrate was concentrated under reduced pressure. The residue obtained was purified by silica gel column chromatography (... Starting materials: COC(=O)C12CC3(CC(CC(C1)C3)C2)C(=O)N[C@H](C(=O)OC(C)(C)C)CC2CCC(CC2)OC(=O)N(C)C (tert-Butyl (2S)-2-(3-Methoxycarbonyladamant-1-ylcarbonylamino)-3-[4-(N,N-dimethylaminocarbonyloxy)cyclohex-1-yl)propionate). The solvent is C(=O)O (formic acid). Run at time 8 hour. The product is COC(=O)C12CC3(CC(CC(C1)C3)C2)C(=O)N[C@H](C(=O)O)CC2CCC(CC2)OC(=O)N(C)C ((2S)-2-(3-Methoxycarbonyladamant-1-ylcarbonylamino)-3-[4-(N,N-dimethylaminocarbonyloxy)cyclohex-1-yl)propionic Acid). RXN SMILES: [CH3:1][O:2][C:3]([C:5]12[CH2:14][CH:9]3[CH2:10][CH:11]([CH2:13][C:7]([C:15]([NH:17][C@@H:18]([CH2:26][CH:27]4[CH2:32][CH2:31][CH:30]([O:33][C:34]([N:36]([CH3:38])[CH3:37])=[O:35])[CH2:29][CH2:28]4)[C:19]([O:21]C(C)(C)C)=[O:20])=[O:16])([CH2:8]3)[CH2:6]1)[CH2:12]2)=[O:4]>C(O)=O>[CH3:1][O:2][C:3]([C:5]12[CH2:12][CH:11]3[CH2:10][CH:9]([CH2:8][C:7]([C:15]([NH:17][C@@H:18]([CH2:26][CH:27]4[CH2:28][CH2:29][CH:30]([O:33][C:34]([N:36]([CH3:38])[CH3:37])=[O:35])[CH2:31][CH2:32]4)[C:19]([OH:21])=[O:20])=[O:16])([CH2:13]3)[CH2:6]1)[CH2:14]2)=[O:4]. Procedure details: The product from Step C was dissolved in formic acid at room temperature and the reaction mixture was stirred overnight. After evaporation of the solvent under reduced pressure, the title compound was isolated as a solid. Reactants: ClCC(=O)NCCC1=CC=CC=C1 (2-chloro-N-phenethylacetamide), C1(C=2C(C(N1)=O)=CC=CC2)=O (pthalimide). Yields the product C1(C=2C(C(N1CC(=O)NCCC1=CC=CC=C1)=O)=CC=CC2)=O (2-pthalimido-N-phenethylacetamide). Reaction SMILES: Cl[CH2:2][C:3]([NH:5][CH2:6][CH2:7][C:8]1[CH:13]=[CH:12][CH:11]=[CH:10][CH:9]=1)=[O:4].[C:14]1(=[O:24])[NH:18][C:17](=[O:19])[C:16]2=[CH:20][CH:21]=[CH:22][CH:23]=[C:15]12>>[C:14]1(=[O:24])[N:18]([CH2:2][C:3]([NH:5][CH2:6][CH2:7][C:8]2[CH:13]=[CH:12][CH:11]=[CH:10][CH:9]=2)=[O:4])[C:17](=[O:19])[C:16]2=[CH:20][CH:21]=[CH:22][CH:23]=[C:15]12. Procedure details: KR2002076486 describes a process for preparation of praziquantel by reacting phenylethylamine with chloroacetyl chloride to obtain 2-chloro-N-phenethylacetamide. The compound 2-chloro-N-phenethylacetamide is then reacted with pthalimide to give 2-pthalimido-N-phenethylacetamide, which is then treated with hydrazine monohydrate to give 2-amino-N-phenylethylacetamide. On further treatment with bromoacetal, 2-amino-N-phenylethylacetamide gives 2-[2,2-dimethoxyethyl)amino]-N-(2-phenylethyl)acetamide... Starting materials: CN1C(CNC(C2=C1C=CC=C2)=O)=O (1-Methyl-3,4-dihydro-1H-benzo[e][1,4]diazapine-2,5-dione), [N+](=O)([O-])[O-].[K+] (potassium nitrate). Solvent: S(O)(O)(=O)=O (sulfuric acid). Reaction conditions: time 8 hour. Product: [N+](=O)([O-])C=1C=CC2=C(C(NCC(N2C)=O)=O)C1 (7-Nitro-1-methyl-3,4-dihydro-1H-1,4-benzodiazapine-2,5-dione). Reaction SMILES: [CH3:1][N:2]1[C:8]2[CH:9]=[CH:10][CH:11]=[CH:12][C:7]=2[C:6](=[O:13])[NH:5][CH2:4][C:3]1=[O:14].[N+:15]([O-])([O-:17])=[O:16].[K+]>S(=O)(=O)(O)O>[N+:15]([C:11]1[CH:10]=[CH:9][C:8]2[N:2]([CH3:1])[C:3](=[O:14])[CH2:4][NH:5][C:6](=[O:13])[C:7]=2[CH:12]=1)([O-:17])=[O:16] |f:1.2|. Procedure: 1-Methyl-3,4-dihydro-1H-benzo[e][1,4]diazapine-2,5-dione (3.4 g, 17.9 mmol) was dissolved in concentrated sulfuric acid (30 ml) and to this was added potassium nitrate (1.95 g, 19.3 mmol) at 0° C. The mixture was stirred overnight, dumped onto ice, and the solids filtered off (3.62 g, 86%), m.p. 274-276° C. Reactants: COC(C(CC1=CC(=CC(=C1)OC)OC)C1=CC=C(C=C1)OC1=CC=C(C=C1)C=C1C(NC(S1)=O)=O)=O (3-(3,5-Dimethoxyphenyl)-2-{4-[4-(2,4-dioxothiazolidin-5-ylidenemethyl)-phenoxy]-phenyl}-propionic acid methyl ester). The reagents and catalysts are [Pd] (Pd on carbon), [Pd] (Pd on carbon). The solvent is O1CCOCC1 (dioxane). Conditions: time 34 hour. The product is COC(C(CC1=CC(=CC(=C1)OC)OC)C1=CC=C(C=C1)OC1=CC=C(C=C1)CC1C(NC(S1)=O)=O)=O (3-(3,5-Dimethoxyphenyl)-2-{4-[4-(2,4-dioxothiazolidin-5-ylmethyl)-phenoxy]-phenyl}-propionic acid methyl ester). As a reaction SMILES: [CH3:1][O:2][C:3](=[O:37])[CH:4]([C:16]1[CH:21]=[CH:20][C:19]([O:22][C:23]2[CH:28]=[CH:27][C:26]([CH:29]=[C:30]3[S:34][C:33](=[O:35])[NH:32][C:31]3=[O:36])=[CH:25][CH:24]=2)=[CH:18][CH:17]=1)[CH2:5][C:6]1[CH:11]=[C:10]([O:12][CH3:13])[CH:9]=[C:8]([O:14][CH3:15])[CH:7]=1>O1CCOCC1.[Pd]>[CH3:1][O:2][C:3](=[O:37])[CH:4]([C:16]1[CH:21]=[CH:20][C:19]([O:22][C:23]2[CH:28]=[CH:27][C:26]([CH2:29][CH:30]3[S:34][C:33](=[O:35])[NH:32][C:31]3=[O:36])=[CH:25][CH:24]=2)=[CH:18][CH:17]=1)[CH2:5][C:6]1[CH:11]=[C:10]([O:12][CH3:13])[CH:9]=[C:8]([O:14][CH3:15])[CH:7]=1. Procedure details: 17 (1.6 g, 3.08 mmol) was dissolved in dioxane (45 mL), transferred in a hydrogenation bottle and Pd on carbon (10%, 1.0 g) was added. Hydrogenation was done at 65 psi for 34 h. Following this period, additional Pd on carbon (10%, 0.6 g) was added and hydrogenation was allowed to continue for another 18 h. Catalyst was filtered through a bed of Celite® and solvent was evaporated. The residue was purified by column chromatography on reverse phase silica gel (C-18) using acetonitrile-water (1:1) m... The reactants are BrC=1C=CC(=NC1)CC#N (5-bromo-2-pyridineacetonitrile), BrCCOCCBr (bis(2-bromoethyl)ether), [OH-].[Na+] (sodium hydroxide). The solvent is [Cl-].[NH4+] (ammonium chloride). Run at temperature 70 celsius, time 1 hour. RXN SMILES: [Br:1][C:2]1[CH:3]=[CH:4][C:5]([CH2:8][C:9]#[N:10])=[N:6][CH:7]=1.Br[CH2:12][CH2:13][O:14][CH2:15][CH2:16]Br.[OH-].[Na+]>[Cl-].C([N+](CC)(CC)CC1C=CC=CC=1)C.[Cl-].[NH4+]>[Br:1][C:2]1[CH:3]=[CH:4][C:5]([C:8]2([C:9]#[N:10])[CH2:16][CH2:15][O:14][CH2:13][CH2:12]2)=[N:6][CH:7]=1 |f:2.3,4.5,6.7|. The product is BrC=1C=CC(=NC1)C1(CCOCC1)C#N (5-bromo-2-(4-cyanotetrahydropyran-4-yl)pyridine). Procedure details: A mixture of 5-bromo-2-pyridineacetonitrile (400 mg), triethylbenzylammonium chloride (462 mg), bis(2-bromoethyl)ether (281 μL), and 50% sodium hydroxide solution (10 mL) was stirred at 70° C. for 1 hour. After decantation of aqueous layer, the residue was diluted with saturated ammonium chloride solution and extracted with ethyl acetate. The organic extracts were dried over anhydrous magnesium sulfate, filtered, and then concentrated in vacuo. Flash chromatography (silica, hexane:ethyl acetate=... The reagents and catalysts are [Cl-].C(C)[N+](CC1=CC=CC=C1)(CC)CC (triethylbenzylammonium chloride).